This data is from the Open Reaction Database (ORD), a public repository of structured organic reaction records. The task is: describe an organic reaction: reactants, conditions, products, and yield The reactants are CCO, Cl, CC(C)(C)[Si](C)(C)OCCCCc1cc(-c2ccc(NC(=O)Nc3cc(C(F)(F)F)ccc3F)c(F)c2)c2c(N)ncnn12, O. Product: Nc1ncnn2c(CCCCO)cc(-c3ccc(NC(=O)Nc4cc(C(F)(F)F)ccc4F)c(F)c3)c12. As a reaction SMILES: [CH3:46][CH2:47][OH:48].[ClH:45].[NH2:1][c:2]1[n:3][cH:4][n:5][n:6]2[c:7]1[c:8](-[c:23]1[cH:24][c:25]([F:44])[c:26]([NH:29][C:30](=[O:31])[NH:32][c:33]3[c:34]([F:43])[cH:35][cH:36][c:37]([C:39]([F:40])([F:41])[F:42])[cH:38]3)[cH:27][cH:28]1)[cH:9][c:10]2[CH2:11][CH2:12][CH2:13][CH2:14][O:15][Si:16]([C:17]([CH3:18])([CH3:19])[CH3:20])([CH3:21])[CH3:22].[OH2:49]>>[NH2:1][c:2]1[n:3][cH:4][n:5][n:6]2[c:7]1[c:8](-[c:23]1[cH:24][c:25]([F:44])[c:26]([NH:29][C:30](=[O:31])[NH:32][c:33]3[c:34]([F:43])[cH:35][cH:36][c:37]([C:39]([F:40])([F:41])[F:42])[cH:38]3)[cH:27][cH:28]1)[cH:9][c:10]2[CH2:11][CH2:12][CH2:13][CH2:14][OH:15]. Reactants: COc1ccc(C(=O)CCCC(=O)O)cc1OC, Cc1ccccc1, Cl, Cl[Hg]Cl, [Zn]. The product is COc1ccc(CCCCC(=O)O)cc1OC. RXN SMILES: [CH3:1][O:2][c:3]1[cH:4][c:5]([C:11]([CH2:12][CH2:13][CH2:14][C:15](=[O:16])[OH:17])=[O:18])[cH:6][cH:7][c:8]1[O:9][CH3:10].[CH3:24][c:25]1[cH:26][cH:27][cH:28][cH:29][cH:30]1.[ClH:19].[Hg:21]([Cl:22])[Cl:23].[Zn:20]>>[CH3:1][O:2][c:3]1[cH:4][c:5]([CH2:11][CH2:12][CH2:13][CH2:14][C:15](=[O:16])[OH:17])[cH:6][cH:7][c:8]1[O:9][CH3:10]. Starting materials: COC(=O)C1CCN(CC1)C(=O)OC(C)(C)C (piperidine-1,4-dicarboxylic acid 1-tert-butyl ester 4-methyl ester), ester, [Li+].C[Si](C)(C)[N-][Si](C)(C)C.C1CCOC1 (LiHMDS THF), ClC1=NC=NC2=CC(=C(C=C12)OC)OC (4-chloro-6,7-dimethoxyquinazoline), [Li+].C[Si](C)(C)[N-][Si](C)(C)C.C1CCOC1 (LiHMDS THF). Run at time 2.5 minute. Product: COC(=O)C1(CCN(CC1)C(=O)OC(C)(C)C)C1=NC=NC2=CC(=C(C=C12)OC)OC (4-(6,7-Dimethoxy-quinazolin-4-yl)-piperidine-1,4-dicarboxylic acid 1-tert-butyl ester 4-methyl ester). As a reaction SMILES: [CH3:1][O:2][C:3]([CH:5]1[CH2:10][CH2:9][N:8]([C:11]([O:13][C:14]([CH3:17])([CH3:16])[CH3:15])=[O:12])[CH2:7][CH2:6]1)=[O:4].Cl[C:19]1[C:28]2[C:23](=[CH:24][C:25]([O:31][CH3:32])=[C:26]([O:29][CH3:30])[CH:27]=2)[N:22]=[CH:21][N:20]=1.[Li+].C[Si]([N-][Si](C)(C)C)(C)C.C1COCC1>>[CH3:1][O:2][C:3]([C:5]1([C:19]2[C:28]3[C:23](=[CH:24][C:25]([O:31][CH3:32])=[C:26]([O:29][CH3:30])[CH:27]=3)[N:22]=[CH:21][N:20]=2)[CH2:6][CH2:7][N:8]([C:11]([O:13][C:14]([CH3:17])([CH3:16])[CH3:15])=[O:12])[CH2:9][CH2:10]1)=[O:4] |f:2.3.4|. Procedure details: To a mixture of piperidine-1,4-dicarboxylic acid 1-tert-butyl ester 4-methyl ester (17.1 g, 70.5 mmol), as prepared in the previous step, and 4-chloro-6,7-dimethoxyquinazoline (15.0 g, 67.0 mmol) (Oakwood Products, Inc.) immersed in a −78° C. bath was added 1.08 M LiHMDS/THF (71 mL, 77 mmol) in ˜20 mL portions under argon via syringe along the sides of the flask (to allow cooling of the hindered base before reaction with the ester). Following completion of LiHMDS/THF addition, the reaction was a... Reactants: N1(C=NC=C1)C1CCN(CC1)C(=O)[C@H]1N(C[C@H](C1)SCC1=CC=C(C=C1)OC)C(=O)OCC1=CC=C(C=C1)[N+](=O)[O-] ((2S,4S)-2-[4-(imidazol-1-yl)piperidin-1-ylcarbonyl]-4-(4-methoxybenzylthio)-1-(4-nitrobenzyloxycarbonyl)pyrrolidine), C(O)([O-])=O.[Na+] (sodium hydrogencarbonate). The solvent is C1(=CC=CC=C1)OC (anisole), FC(C(=O)O)(F)F (trifluoroacetic acid), FC(S(=O)(=O)O)(F)F (trifluoromethanesulfonic acid), C(C)(=O)OCC (ethyl acetate). Reaction conditions: time 1 hour. Yields the product N1(C=NC=C1)C1CCN(CC1)C(=O)[C@H]1NC[C@H](C1)S ((2S,4S)-2-[4-(Imidazol-1-yl)piperidin-1-ylcarbonyl]-4-mercaptopyrrolidine). The yield is 165.1%. RXN SMILES: [N:1]1([CH:6]2[CH2:11][CH2:10][N:9]([C:12]([C@@H:14]3[CH2:18][C@H:17]([S:19]CC4C=CC(OC)=CC=4)[CH2:16][N:15]3C(OCC3C=CC([N+]([O-])=O)=CC=3)=O)=[O:13])[CH2:8][CH2:7]2)[CH:5]=[CH:4][N:3]=[CH:2]1.C(=O)([O-])O.[Na+]>C1(OC)C=CC=CC=1.FC(F)(F)C(O)=O.FC(F)(F)S(O)(=O)=O.C(OCC)(=O)C>[N:1]1([CH:6]2[CH2:11][CH2:10][N:9]([C:12]([C@@H:14]3[CH2:18][C@H:17]([SH:19])[CH2:16][NH:15]3)=[O:13])[CH2:8][CH2:7]2)[CH:5]=[CH:4][N:3]=[CH:2]1 |f:1.2|. Procedure: 1.44 g of (2S,4S)-2-[4-(imidazol-1-yl)piperidin-1-ylcarbonyl]-4-(4-methoxybenzylthio)-1-(4-nitrobenzyloxycarbonyl)pyrrolidine [prepared as described in step (1) above] were dissolved in a mixture of 1.5 ml of anisole and 7.5 ml of trifluoroacetic acid, and 350 μl of trifluoromethanesulfonic acid were added to the resulting solution, whilst ice-cooling. The resulting mixture was then stirred at room temperature for 1 hour and then at 35° C. for 30 minutes, after which it was concentrated by evapo... RXN SMILES: [C:1]([C:6]1[CH:7]=[N:8][C:9]2[C:14]([C:15]=1Cl)=[CH:13][CH:12]=[CH:11][C:10]=2[O:17][CH2:18][CH2:19][S:20][CH3:21])(=[O:5])[CH2:2][CH2:3][CH3:4].[CH:22]([C:25]1[CH:31]=[CH:30][CH:29]=[CH:28][C:26]=1[NH2:27])([CH3:24])[CH3:23]>C(Cl)(Cl)Cl>[C:1]([C:6]1[CH:7]=[N:8][C:9]2[C:14]([C:15]=1[NH:27][C:26]1[CH:28]=[CH:29][CH:30]=[CH:31][C:25]=1[CH:22]([CH3:24])[CH3:23])=[CH:13][CH:12]=[CH:11][C:10]=2[O:17][CH2:18][CH2:19][S:20][CH3:21])(=[O:5])[CH2:2][CH2:3][CH3:4]. Reaction conditions: temperature 150 celsius. The product is C(CCC)(=O)C=1C=NC2=C(C=CC=C2C1NC1=C(C=CC=C1)C(C)C)OCCSC (3-butyryl-4-(2-isopropylphenylamino)-8-(2-methylthioethoxy)quinoline). Yield: 65.4%. Procedure details: A mixture of 3-butyryl-4-chloro-8-(2-methylthioethoxy)quinoline (400 mg, 1.23 mmol) and 2-isopropylaniline (1.0 g, 7.4 mmol) was heated to 150° C. for 30 min. The mixture was diluted with CHCl3 and extracted with 2N HCl. The organic phase was washed with a saturated sodium bicarbonate solution. The organic layer was dried over Na2SO4 and evaporated. The residue was chromatographed (SiO2 ; CH2Cl2 : MeOH 95:5) yielding 340 mg (80.5%) of the desired product. Run in C(Cl)(Cl)Cl (CHCl3). The reactants are C(CCC)(=O)C=1C=NC2=C(C=CC=C2C1Cl)OCCSC (3-butyryl-4-chloro-8-(2-methylthioethoxy)quinoline), C(C)(C)C1=C(N)C=CC=C1 (2-isopropylaniline). RXN SMILES: [C:14](=[O:15])([O-:16])[O-:17].[C:1](=[O:2])([OH:3])[c:4]1[c:5]([CH:6]=[O:7])[cH:8][cH:9][cH:10][cH:11]1.[CH3:20][C:21](=[O:22])[CH3:23].[I:12][CH3:13].[K+:18].[K+:19]>>[C:1](=[O:2])([O:3][CH3:14])[c:4]1[c:5]([CH:6]=[O:7])[cH:8][cH:9][cH:10][cH:11]1. The product is COC(=O)c1ccccc1C=O. Reactants: O=C([O-])[O-], O=Cc1ccccc1C(=O)O, CC(C)=O, CI, [K+], [K+]. Starting materials: Nc1cccc(Cl)c1, Cl, [K], O=N[O-], [Na+], O, Sc1nc[nH]n1. Yields the product Clc1cccc(Sc2nc[nH]n2)c1. As a reaction SMILES: [Cl:1][c:2]1[cH:3][c:4]([NH2:5])[cH:6][cH:7][cH:8]1.[ClH:20].[K:13].[N:9]([O-:10])=[O:11].[Na+:12].[OH2:21].[SH:14][c:15]1[n:16][nH:17][cH:18][n:19]1>>[Cl:1][c:2]1[cH:3][c:4]([S:14][c:15]2[n:16][nH:17][cH:18][n:19]2)[cH:6][cH:7][cH:8]1.